The task is: describe an organic reaction: reactants, conditions, products, and yield. This data is from the Open Reaction Database (ORD), a public repository of structured organic reaction records. Starting materials: CO, [H][H], [Na], [Ni], O=C(O)C1CCC=CO1. Product: O=C(O)C1CCCCO1. As a reaction SMILES: [CH3:13][OH:14].[H:11][H:12].[Na:1].[Ni:15].[O:2]1[CH:3]([C:8](=[O:9])[OH:10])[CH2:4][CH2:5][CH:6]=[CH:7]1>>[O:2]1[CH:3]([C:8](=[O:9])[OH:10])[CH2:4][CH2:5][CH2:6][CH2:7]1. Reactants: C(C1=CC=CC=C1)OC1=C(C=C(C[C@H](C(=O)O)CC(N2CCC(CC2)N2C(NC3=C(CC2)C=CC=C3)=O)=O)C=C1C)OC ((S)-2-(4-benzyloxy-3-methoxy-5-methyl-benzyl)-4-oxo-4-[4-(2-oxo-1,2,4,5-tetrahydro-1,3-benzodiazepin-3-yl)-piperidin-1-yl]-butanoic acid), [H][H] (hydrogen). Reagents/catalysts: [Pd] (Pd/C), [Pd] (Pd/C). The solvent is C(C)N(CC)CC (triethylamine), CO (MeOH). Run at time 3 hour. Product: OC1=C(C=C(C[C@H](C(=O)O)CC(N2CCC(CC2)N2C(NC3=C(CC2)C=CC=C3)=O)=O)C=C1C)OC ((S)-2-(4-hydroxy-3-methoxy-5-methyl-benzyl)-4-oxo-4-[4-(2-oxo-1,2,4,5-tetrahydro-1,3-benzodiazepin-3-yl)-piperidin-1-yl]-butanoic acid). RXN SMILES: C([O:8][C:9]1[C:40]([CH3:41])=[CH:39][C:12]([CH2:13][C@@H:14]([CH2:18][C:19](=[O:38])[N:20]2[CH2:25][CH2:24][CH:23]([N:26]3[CH2:32][CH2:31][C:30]4[CH:33]=[CH:34][CH:35]=[CH:36][C:29]=4[NH:28][C:27]3=[O:37])[CH2:22][CH2:21]2)[C:15]([OH:17])=[O:16])=[CH:11][C:10]=1[O:42][CH3:43])C1C=CC=CC=1.[H][H]>C(N(CC)CC)C.CO.[Pd]>[OH:8][C:9]1[C:40]([CH3:41])=[CH:39][C:12]([CH2:13][C@@H:14]([CH2:18][C:19](=[O:38])[N:20]2[CH2:21][CH2:22][CH:23]([N:26]3[CH2:32][CH2:31][C:30]4[CH:33]=[CH:34][CH:35]=[CH:36][C:29]=4[NH:28][C:27]3=[O:37])[CH2:24][CH2:25]2)[C:15]([OH:17])=[O:16])=[CH:11][C:10]=1[O:42][CH3:43]. Reported procedure: A suspension of 7.60 g (12.98 mmol) (S)-2-(4-benzyloxy-3-methoxy-5-methyl-benzyl)-4-oxo-4-[4-(2-oxo-1,2,4,5-tetrahydro-1,3-benzodiazepin-3-yl)-piperidin-1-yl]-butanoic acid and 0.76 g 10% Pd/C in 2 mL triethylamine and 150 mL MeOH was hydrogenated at RT and 2620 hPa hydrogen pressure for 16 h. To complete the reaction a further 0.38 g 10% Pd/C were added and the mixture was again hydrogenated for 3 h at RT. The catalyst was filtered off through Celite and the filtrate was concentrated by evapora...